This data is from the Open Reaction Database (ORD), a public repository of structured organic reaction records. The task is: describe an organic reaction: reactants, conditions, products, and yield The reactants are ClS(=O)(=O)C=1C=CC2=C(C1)C=1CN(CCC1O2)C(=O)OC(C)(C)C (tert-butyl 8-(chlorosulfonyl)-3,4-dihydrobenzofuro[3,2-c]pyridine-2(1H)-carboxylate), CC1=CNC2=CC=CC=C12 (3-methylindole). Yields the product CC1=CN(C2=CC=CC=C12)S(=O)(=O)C=1C=CC2=C(C1)C=1CN(CCC1O2)C(=O)OC(C)(C)C (tert-butyl 8-(3-methyl-1H-indol-1-ylsulfonyl)-3,4-dihydrobenzofuro[3,2-c]pyridine-2(1H)-carboxylate). RXN SMILES: Cl[S:2]([C:5]1[CH:6]=[CH:7][C:8]2[O:17][C:16]3[CH2:15][CH2:14][N:13]([C:18]([O:20][C:21]([CH3:24])([CH3:23])[CH3:22])=[O:19])[CH2:12][C:11]=3[C:9]=2[CH:10]=1)(=[O:4])=[O:3].[CH3:25][C:26]1[C:34]2[C:29](=[CH:30][CH:31]=[CH:32][CH:33]=2)[NH:28][CH:27]=1>>[CH3:25][C:26]1[C:34]2[C:29](=[CH:30][CH:31]=[CH:32][CH:33]=2)[N:28]([S:2]([C:5]2[CH:6]=[CH:7][C:8]3[O:17][C:16]4[CH2:15][CH2:14][N:13]([C:18]([O:20][C:21]([CH3:24])([CH3:23])[CH3:22])=[O:19])[CH2:12][C:11]=4[C:9]=3[CH:10]=2)(=[O:4])=[O:3])[CH:27]=1. Procedure details: The product of Example 41, step B was reacted with 3-methylindole following the procedure of Example 41, step C providing tert-butyl 8-(3-methyl-1H-indol-1-ylsulfonyl)-3,4-dihydrobenzofuro[3,2-c]pyridine-2(1H)-carboxylate (36 mg, 32%) as a clear oil: 1H NMR (CDCl3, 300 MHz) δ 8.02 (m, 2H), 7.74 (d, J=8.7 Hz, 1H), 7.42 (t, J=8.4 Hz, 2H), 7.34 (s, 1H), 7.30 (dd, J=8.4, 1.3 Hz, 1H), 7.21 (dt, J=3.7, 1.0 Hz, 1H), 4.53 (br s, 2H), 3.80 (br s, 2H), 2.84 (br s, 2H), 2.22 (s, 3H), 1.51 (s, 9H). The yield is 32.0%. Reactants: COCCN1C2=C(C3=C([C@@H](C1=O)NC(CC(=O)O)=O)C=CC=C3)C=CC=C2 (N—[(S)-5-(2-methoxy-ethyl)-6-oxo-6,7-dihydro-5H-dibenzo[b,d]azepin-7-yl]-malonamic acid), FC(CN)(C(F)(F)F)F (2,2,3,3,3-pentafluoropropylamine), solid. Yields the product COCCN1C2=C(C3=C([C@@H](C1=O)NC(CC(=O)NCC(C(F)(F)F)(F)F)=O)C=CC=C3)C=CC=C2 (N—[(S)-5-(2-Methoxy-ethyl)-6-oxo-6,7-dihydro-5H-dibenzo[b,d]azepin-7-yl]-N′-(2,2,3,3,3-pentafluoro-propyl)-malonamide). Reaction SMILES: [CH3:1][O:2][CH2:3][CH2:4][N:5]1[C:11](=[O:12])[C@@H:10]([NH:13][C:14](=[O:19])[CH2:15][C:16]([OH:18])=O)[C:9]2[CH:20]=[CH:21][CH:22]=[CH:23][C:8]=2[C:7]2[CH:24]=[CH:25][CH:26]=[CH:27][C:6]1=2.[F:28][C:29]([F:36])([C:32]([F:35])([F:34])[F:33])[CH2:30][NH2:31]>>[CH3:1][O:2][CH2:3][CH2:4][N:5]1[C:11](=[O:12])[C@@H:10]([NH:13][C:14](=[O:19])[CH2:15][C:16]([NH:31][CH2:30][C:29]([F:36])([F:28])[C:32]([F:35])([F:34])[F:33])=[O:18])[C:9]2[CH:20]=[CH:21][CH:22]=[CH:23][C:8]=2[C:7]2[CH:24]=[CH:25][CH:26]=[CH:27][C:6]1=2. Procedure details: Using N—[(S)-5-(2-methoxy-ethyl)-6-oxo-6,7-dihydro-5H-dibenzo[b,d]azepin-7-yl]-malonamic acid and 2,2,3,3,3-pentafluoropropylamine, the title compound was prepared in the same manner as described for example 1c. White solid (80%). MS: m/e=500(M+H+). The reactants are O.O.O.[O-]C1=CC=CC=C1.[Na+] (Sodium phenoxide trihydrate), BrC=1C(=NC=C(N1)Br)N (3,5-dibromo-2-pyrazinamine), O (water). The solvent is C(C)#N (acetonitrile). Yields the product BrC=1N=C(C(=NC1)N)OC1=CC=CC=C1 (5-Bromo-3-phenoxy-2-pyrazinamine). Reaction SMILES: O.O.O.[O-:4][C:5]1[CH:10]=[CH:9][CH:8]=[CH:7][CH:6]=1.[Na+].Br[C:13]1[C:14]([NH2:20])=[N:15][CH:16]=[C:17]([Br:19])[N:18]=1.O>C(#N)C>[Br:19][C:17]1[N:18]=[C:13]([O:4][C:5]2[CH:10]=[CH:9][CH:8]=[CH:7][CH:6]=2)[C:14]([NH2:20])=[N:15][CH:16]=1 |f:0.1.2.3.4|. Reported procedure: Sodium phenoxide trihydrate (0.5 g) and 3,5-dibromo-2-pyrazinamine (0.5 g) in acetonitrile (20 mL) were heated at reflux for 7 hours. After cooling, water was added and the reaction mixture extracted with ethyl acetate (x2). The combined extracts were dried (MgSO4) and the solvent evaporated to give the sub-title compound as a white solid.